From a dataset of the Open Reaction Database (ORD), a public repository of structured organic reaction records. describe an organic reaction: reactants, conditions, products, and yield Starting materials: COCCN1CCNCC1, CS(C)=O, O=Cc1ccc(F)cc1[N+](=O)[O-], O. Yields the product COCCN1CCN(c2ccc(C=O)c([N+](=O)[O-])c2)CC1. As a reaction SMILES: [CH3:13][O:14][CH2:15][CH2:16][N:17]1[CH2:18][CH2:19][NH:20][CH2:21][CH2:22]1.[CH3:23][S:24]([CH3:25])=[O:26].[F:1][c:2]1[cH:3][c:4]([N+:10](=[O:11])[O-:12])[c:5]([CH:6]=[O:7])[cH:8][cH:9]1.[OH2:27]>>[c:2]1([N:20]2[CH2:19][CH2:18][N:17]([CH2:16][CH2:15][O:14][CH3:13])[CH2:22][CH2:21]2)[cH:3][c:4]([N+:10](=[O:11])[O-:12])[c:5]([CH:6]=[O:7])[cH:8][cH:9]1. Reactants: C[Si](N[Si](C)(C)C)(C)C.[Na] (sodium hexamethyldisilazane), C1CCOC1 (THF), ClC1=C(C2=C(OCO2)C=C1)N (5-chloro-benzo[1,3]dioxol-4-ylamine), 31a, ClC1=C2C(=NC=C1C#N)N=C(S2)SC (7-chloro-2-methylsulfanyl-thiazolo[4,5-b]pyridine-6-carbonitrile), 1g. The solvent is O (water), CN(C)C=O (DMF), CN(C)C=O (DMF). Reaction conditions: time 15 minute. The product is ClC1=C(C2=C(OCO2)C=C1)NC1=C2C(=NC=C1C#N)N=C(S2)SC (7-(5-chloro-benzo[1,3]dioxol-4-ylamino)-2-methylsulfanyl-thiazolo[4,5-b]pyridine-6-carbonitrile), 31b. As a reaction SMILES: C[Si](C)(C)N[Si](C)(C)C.[Na].C1COCC1.[Cl:16][C:17]1[CH:25]=[CH:24][C:20]2[O:21][CH2:22][O:23][C:19]=2[C:18]=1[NH2:26].Cl[C:28]1[C:33]([C:34]#[N:35])=[CH:32][N:31]=[C:30]2[N:36]=[C:37]([S:39][CH3:40])[S:38][C:29]=12>CN(C=O)C.O>[Cl:16][C:17]1[CH:25]=[CH:24][C:20]2[O:21][CH2:22][O:23][C:19]=2[C:18]=1[NH:26][C:28]1[C:33]([C:34]#[N:35])=[CH:32][N:31]=[C:30]2[N:36]=[C:37]([S:39][CH3:40])[S:38][C:29]=12 |f:0.1,^1:9|. Procedure details: 1M sodium hexamethyldisilazane in THF (1.42 mL, 1.42 mmol) was added to 5-chloro-benzo[1,3]dioxol-4-ylamine Compound 31a (as described in PCT Application WO03/008409) (221 mg, 1.29 mmol) in DMF at 0° C. and the mixture was stirred for 15 min. 7-chloro-2-methylsulfanyl-thiazolo[4,5-b]pyridine-6-carbonitrile Compound 1g (312 mg, 1.29 mmol) in DMF (1 mL) was added and the reaction mixture stirred for an additional 2 hr at ambient temperature. The mixture was then diluted with water and filtered thr... Procedure details: A second tobramycin-biotin-avidin conjugate was prepared as set forth above in this Example, but using molar ratios of tobramicin to biotin to CDI/NHS of 30:1:1.3. Product: C1[C@@H]([C@H]([C@@H]([C@H]([C@@H]1N)O[C@@H]2[C@@H]([C@H]([C@@H]([C@H](O2)CO)O)N)O)O)O[C@@H]3[C@@H](C[C@@H]([C@H](O3)CN)O)N)N.OC(=O)CCCC[C@@H]1SC[C@@H]2NC(=O)N[C@H]12 (tobramycin biotin). Reaction SMILES: [CH2:1]1[C@@H:6]([NH2:7])[C@H:5]([O:8][C@H:9]2[O:14][C@H:13]([CH2:15][OH:16])[C@@H:12]([OH:17])[C@H:11]([NH2:18])[C@H:10]2[OH:19])[C@@H:4]([OH:20])[C@H:3]([O:21][C@H:22]2[O:27][C@H:26]([CH2:28][NH2:29])[C@@H:25]([OH:30])[CH2:24][C@H:23]2[NH2:31])[C@H:2]1[NH2:32].[OH:33][C:34]([CH2:36][CH2:37][CH2:38][CH2:39][C@H:40]1[C@@H:48]2[C@@H:43]([NH:44][C:45]([NH:47]2)=[O:46])[CH2:42][S:41]1)=[O:35].C1N=CN(C(N2C=NC=C2)=O)C=1>>[CH2:1]1[C@@H:6]([NH2:7])[C@H:5]([O:8][C@H:9]2[O:14][C@H:13]([CH2:15][OH:16])[C@@H:12]([OH:17])[C@H:11]([NH2:18])[C@H:10]2[OH:19])[C@@H:4]([OH:20])[C@H:3]([O:21][C@H:22]2[O:27][C@H:26]([CH2:28][NH2:29])[C@@H:25]([OH:30])[CH2:24][C@H:23]2[NH2:31])[C@H:2]1[NH2:32].[OH:35][C:34]([CH2:36][CH2:37][CH2:38][CH2:39][C@H:40]1[C@@H:48]2[C@@H:43]([NH:44][C:45]([NH:47]2)=[O:46])[CH2:42][S:41]1)=[O:33] |f:3.4|. Starting materials: C1[C@@H]([C@H]([C@@H]([C@H]([C@@H]1N)O[C@@H]2[C@@H]([C@H]([C@@H]([C@H](O2)CO)O)N)O)O)O[C@@H]3[C@@H](C[C@@H]([C@H](O3)CN)O)N)N (tobramicin), OC(=O)CCCC[C@@H]1SC[C@@H]2NC(=O)N[C@H]12 (biotin), C1=CN(C=N1)C(=O)N2C=CN=C2 (CDI).